Dataset: the Open Reaction Database (ORD), a public repository of structured organic reaction records. Task: describe an organic reaction: reactants, conditions, products, and yield As a reaction SMILES: [F:1][C:2]1[CH:3]=[C:4]([CH:10]=[C:11]([F:13])[CH:12]=1)[CH:5]([OH:9])[C:6]([OH:8])=O.Cl.N[C@H](C([C:20]1([NH2:43])[C:26](=[O:27])[N:25]([CH2:28][C:29]([CH3:32])([CH3:31])[CH3:30])[C:24]2[CH:33]=[CH:34][CH:35]=[CH:36][C:23]=2[N:22]([CH2:37][C:38]([CH3:41])([CH3:40])[CH3:39])[C:21]1=[O:42])=O)C>>[F:13][C:11]1[CH:10]=[C:4]([CH:5]([OH:9])[C:6]([NH:43][C@H:20]([C:26]([NH:43][CH:20]2[C:21](=[O:42])[N:22]([CH2:37][C:38]([CH3:41])([CH3:40])[CH3:39])[C:23]3[CH:36]=[CH:35][CH:34]=[CH:33][C:24]=3[N:25]([CH2:28][C:29]([CH3:31])([CH3:30])[CH3:32])[C:26]2=[O:27])=[O:27])[CH3:21])=[O:8])[CH:3]=[C:2]([F:1])[CH:12]=1 |f:1.2|. The reactants are FC=1C=C(C(C(=O)O)O)C=C(C1)F (3,5-difluoromandelic acid), solid, Cl.N[C@@H](C)C(=O)C1(C(N(C2=C(N(C1=O)CC(C)(C)C)C=CC=C2)CC(C)(C)C)=O)N (3-(L-Alaninyl)-amino-2,4-dioxo-1,5-bis-(2,2-dimethylpropyl)-2,3,4,5-tetrahydro-1H-1,5-benzodiazepine Hydrochloride). Product: FC=1C=C(C=C(C1)F)C(C(=O)N[C@@H](C)C(=O)NC1C(N(C2=C(N(C1=O)CC(C)(C)C)C=CC=C2)CC(C)(C)C)=O)O (3-[N′-(3,5-Difluorophenyl-α-hydroxyacetyl)-L-alaninyl]amino-2,4-dioxo-1,5-bis-(2,2-dimethylpropyl)-2,3,4,5-tetrahydro-1H-1,5-benzodiazepine). Procedure: Following General Procedure I above using 3,5-difluoromandelic acid (Lancaster) and 3-(L-alaninyl)-amino-2,4-dioxo-1,5-bis-(2,2-dimethylpropyl)-2,3,4,5-tetrahydro-1H-1,5-benzodiazepine hydrochloride (Example 8-V), the title compound was prepared as a white solid (melting point=116-126° C.). Purification was by flash chromatography eluting with CH2Cl2/EtOAc (1:1 gradient to 2:3). Rf=0.54 and 0.40 (CH2Cl2/EtOAc, 1:1).